Dataset: the Open Reaction Database (ORD), a public repository of structured organic reaction records. Task: describe an organic reaction: reactants, conditions, products, and yield The product is CCNC(=O)N1CCN(C2CCc3ccc(OC)cc32)CC1. Starting materials: [BH4-], O=C([O-])C=CC(=O)[O-], CCNC(=O)N1CCNCC1, COc1ccc2c(c1)C(=O)CC2, CC(C)[O-], CC(C)[O-], CC(C)[O-], CC(C)[O-], [Na+], [Ti+4]. RXN SMILES: [BH4-:24].[C:26]([O-:27])(=[O:28])[CH:29]=[CH:30][C:31]([O-:32])=[O:33].[CH2:13]([CH3:14])[NH:15][C:16](=[O:17])[N:18]1[CH2:19][CH2:20][NH:21][CH2:22][CH2:23]1.[CH3:1][O:2][c:3]1[cH:4][cH:5][c:6]2[c:10]([cH:11]1)[C:9](=[O:12])[CH2:8][CH2:7]2.[CH3:34][CH:35]([CH3:36])[O-:37].[CH3:39][CH:40]([CH3:41])[O-:42].[CH3:43][CH:44]([CH3:45])[O-:46].[CH3:47][CH:48]([CH3:49])[O-:50].[Na+:25].[Ti+4:38]>>[CH3:1][O:2][c:3]1[cH:4][cH:5][c:6]2[c:10]([cH:11]1)[CH:9]([N:21]1[CH2:20][CH2:19][N:18]([C:16]([NH:15][CH2:13][CH3:14])=[O:17])[CH2:23][CH2:22]1)[CH2:8][CH2:7]2. Starting materials: COC(=O)C(C=1C=CC=CC1)C2CCCCN2.Cl (methylphenidate hydrochloride), [OH-].[NH4+] (Ammonium hydroxide). Solvent: O (water). The product is COC(=O)[C@@H]([C@H]1CCCCN1)C2=CC=CC=C2 (d-Methylphenidate). Isolated yield 98.0%. RXN SMILES: [CH3:1][O:2][C:3]([CH:5]([CH:12]1[NH:17][CH2:16][CH2:15][CH2:14][CH2:13]1)[C:6]1[CH:7]=[CH:8][CH:9]=[CH:10][CH:11]=1)=[O:4].Cl.[OH-].[NH4+]>O>[CH3:1][O:2][C:3]([C@H:5]([C:6]1[CH:11]=[CH:10][CH:9]=[CH:8][CH:7]=1)[C@@H:12]1[NH:17][CH2:16][CH2:15][CH2:14][CH2:13]1)=[O:4] |f:0.1,2.3|. Reported procedure: To a 200 mL beaker was charged 10.0 g (37.1 mmol) racemic-methylphenidate hydrochloride and 135 mL water. Ammonium hydroxide (3.40 g; 96.8 mmol) was then added to bring the pH to approximately 9 upon which an oily semi-solid formed. The product was extracted with three 100 mL portions of ethyl acetate, the combined organic layers were dried over sodium sulfate, filtered and concentrated under reduce pressure at 40° C. to provide 8.5 g of a clear, colorless viscous oil (98% yield). The free base ... Reactants: IC (iodomethane), COC(CN)OC (aminoacetaldehyde dimethyl acetal), C(C)(=O)NC1=CC=C(C=2N=C(SC21)NC(C2=CC=C(C=C2)F)=O)OC (N-(7-Acetylamino-4-methoxy-benzothiazol-2-yl)-4-fluoro-benzamide), COC=1C=CC(=CC1)P2(=S)SP(=S)(S2)C=3C=CC(=CC3)OC (Lawessons reagent). Solvent: CC(=O)C (acetone), C1CCOC1 (THF). Run at time 18 hour. Yields the product N (NH3), FC1=CC=C(C(=O)NC=2SC3=C(N2)C(=CC=C3N3C(=NC=C3)C)OC)C=C1 (4-Fluoro-N-[4-methoxy-7-(2-methyl-imidazol-1-yl)-benzothiazol-2-yl]-benzamide). Reaction SMILES: [C:1]([NH:4][C:5]1[C:13]2[S:12][C:11]([NH:14][C:15](=[O:23])[C:16]3[CH:21]=[CH:20][C:19]([F:22])=[CH:18][CH:17]=3)=[N:10][C:9]=2[C:8]([O:24][CH3:25])=[CH:7][CH:6]=1)(=O)[CH3:2].COC1C=CC(P2(SP(C3C=CC(OC)=CC=3)(=S)S2)=S)=CC=1.IC.CO[CH:52](OC)[CH2:53][NH2:54]>C1COCC1.CC(C)=O>[NH3:4].[F:22][C:19]1[CH:18]=[CH:17][C:16]([C:15]([NH:14][C:11]2[S:12][C:13]3[C:5]([N:4]4[CH:52]=[CH:53][N:54]=[C:1]4[CH3:2])=[CH:6][CH:7]=[C:8]([O:24][CH3:25])[C:9]=3[N:10]=2)=[O:23])=[CH:21][CH:20]=1. Procedure: N-(7-Acetylamino-4-methoxy-benzothiazol-2-yl)-4-fluoro-benzamide (100 mg, 0.28 mmol) and Lawessons reagent (135 mg, 0.33 mmol) were dissolved in THF (10 ml) and stirred at ambient temperature for 18 h. Removal of the solvent and flash chromatoigraphy (silica, eluent CH2Cl2/2N aqu. NH3 in MeOH 99:1 to 19:1) afforded a yellow solid which was dissolved in acetone (10 ml) and treated with iodomethane (19.8 mg, 1.4 mmol). After 3 h at ambient temperature the solvent was removed and after dissolution ... Starting materials: N1(CCCCC1)CC1=CC=C(N\C(\C2=CC=CC=C2)=C\2/C(NC3=CC(=CC=C23)C(=O)O)=O)C=C1 (3-Z-[1-(4-(piperidin-1-yl-methyl)-anilino)-1-phenyl-methylene]-6-carboxy-2-indolinone), Cl.CNC.C(C)(C)N(CC)C(C)C (dimethylamine hydrochloride diisopropylethylamine). Yields the product N1(CCCCC1)CC1=CC=C(N\C(\C2=CC=CC=C2)=C\2/C(NC3=CC(=CC=C23)C(N(C)C)=O)=O)C=C1 (3-Z-[1-(4-(piperidin-1-yl-methyl)-anilino)-1-phenyl-methylene]-6-dimethylcarbamoyl-2-indolinone). Reaction SMILES: [N:1]1([CH2:7][C:8]2[CH:34]=[CH:33][C:11]([NH:12]/[C:13](=[C:20]3\[C:21](=[O:32])[NH:22][C:23]4[C:28]\3=[CH:27][CH:26]=[C:25]([C:29]([OH:31])=O)[CH:24]=4)/[C:14]3[CH:19]=[CH:18][CH:17]=[CH:16][CH:15]=3)=[CH:10][CH:9]=2)[CH2:6][CH2:5][CH2:4][CH2:3][CH2:2]1.Cl.[CH3:36][NH:37][CH3:38].C(N(C(C)C)CC)(C)C>>[N:1]1([CH2:7][C:8]2[CH:9]=[CH:10][C:11]([NH:12]/[C:13](=[C:20]3\[C:21](=[O:32])[NH:22][C:23]4[C:28]\3=[CH:27][CH:26]=[C:25]([C:29](=[O:31])[N:37]([CH3:38])[CH3:36])[CH:24]=4)/[C:14]3[CH:15]=[CH:16][CH:17]=[CH:18][CH:19]=3)=[CH:33][CH:34]=2)[CH2:6][CH2:5][CH2:4][CH2:3][CH2:2]1 |f:1.2.3|. Procedure details: Prepared from 3-Z-[1-(4-(piperidin-1-yl-methyl)-anilino)-1-phenyl-methylene]-6-carboxy-2-indolinone and dimethylamine hydrochloride/diisopropylethylamine Rf value: 0.5 (silica gel, methylene chloride/methanol=5:1) C30H32N4O2